From a dataset of the Open Reaction Database (ORD), a public repository of structured organic reaction records. describe an organic reaction: reactants, conditions, products, and yield Reactants: ClCCC(=O)C1=CC=CC=C1 (3-chloro-1-phenylpropan-1-one), C(C)(=O)[O-].[K+] (potassium acetate), [C-]#N.[Na+] (sodium cyanide). Run in O (water), C(C)O (ethanol), C(C)O (ethanol). Run at time 24 hour. Yields the product O=C(CCC#N)C1=CC=CC=C1 (4-oxo-4-phenylbutanenitrile). Yield: 72.3%. Reaction SMILES: Cl[CH2:2][CH2:3][C:4]([C:6]1[CH:11]=[CH:10][CH:9]=[CH:8][CH:7]=1)=[O:5].C([O-])(=O)C.[K+].[C-:17]#[N:18].[Na+]>C(O)C.O>[O:5]=[C:4]([C:6]1[CH:11]=[CH:10][CH:9]=[CH:8][CH:7]=1)[CH2:3][CH2:2][C:17]#[N:18] |f:1.2,3.4|. Procedure details: To a solution of 3-chloro-1-phenylpropan-1-one (5.0 g, 29.7 mmol) in hot ethanol (7 mL) was added potassium acetate (2.91 g, 29.77 mmol). After cooling to room temperature, the precipitated salt was removed via filtration. To the filtrate in a septum-sealed flask under a nitrogen bubbler was slowly added sodium cyanide (2.91 g, 59.3 mmol) as a solution in water (10 mL). After stirring at room temperature for 24 hours, ethanol (30 mL) was added, and the mixture was cooled in an ice bath. The prec... The product is COC(=O)C(C)(Cc1cccs1)Oc1ccccc1. Reaction SMILES: [CH3:15][C:16]([C:17](=[O:18])[OH:19])([CH2:20][c:21]1[s:22][cH:23][cH:24][cH:25]1)[O:26][c:27]1[cH:28][cH:29][cH:30][cH:31][cH:32]1.[CH3:1][N:2]([C:3]([NH:4][N+:5](=[O:6])[O-:7])=[NH:8])[N:9]=[O:10].[Cl:33][CH2:34][Cl:35].[K+:12].[N:13]#[N:14].[OH-:11]>>[CH3:1][O:18][C:17]([C:16]([CH3:15])([CH2:20][c:21]1[s:22][cH:23][cH:24][cH:25]1)[O:26][c:27]1[cH:28][cH:29][cH:30][cH:31][cH:32]1)=[O:19]. The reactants are CC(Cc1cccs1)(Oc1ccccc1)C(=O)O, CN(N=O)C(=N)N[N+](=O)[O-], ClCCl, [K+], N#N, [OH-]. Starting materials: C(C1=CC=CC=C1)OC1=CC=C(C=O)C=C1 (4-benzyloxybenzaldehyde), C(C#N)C#N (malonodinitrile), N1CCCCC1 (piperidine). Run in C(C)(C)O (isopropanol). Conditions: time 30 minute. The product is C(C1=CC=CC=C1)OC1=CC=C(C=C(C#N)C#N)C=C1 (2-(4-benzyloxy-benzylidene)-malononitrile). The yield is 59.1%. Reaction SMILES: [CH2:1]([O:8][C:9]1[CH:16]=[CH:15][C:12]([CH:13]=O)=[CH:11][CH:10]=1)[C:2]1[CH:7]=[CH:6][CH:5]=[CH:4][CH:3]=1.[CH2:17]([C:20]#[N:21])[C:18]#[N:19].N1CCCCC1>C(O)(C)C>[CH2:1]([O:8][C:9]1[CH:16]=[CH:15][C:12]([CH:13]=[C:17]([C:20]#[N:21])[C:18]#[N:19])=[CH:11][CH:10]=1)[C:2]1[CH:7]=[CH:6][CH:5]=[CH:4][CH:3]=1. Procedure: 14.22 g (67 mmol) of 4-benzyloxybenzaldehyde and 5.31 g (80.4 mmol) of malonodinitrile were suspended in 80 ml of isopropanol in the presence of 0.2 ml of piperidine. In so doing the mixture increased in temperature from 19° to 31° C. A solution resulted, from which a solid was finally obtained. This was filtered off after stirring for 30 min. There were obtained 10.3 g (59%) of 2-(4-benzyloxy-benzylidene)-malononitrile with m.p. 146°-148° C. RXN SMILES: CC1(C)S[C@@H]2[C@H](NC(C3(N)CCCCC3)=O)C(=O)N2[C@H]1C(O)=O.C(NCC)C.C[O-].[Na+:31].[CH2:32]([CH:34]([CH2:38][CH2:39][CH2:40][CH3:41])[C:35]([OH:37])=[O:36])[CH3:33]>CCCCCC.C(O)C>[CH2:32]([CH:34]([CH2:38][CH2:39][CH2:40][CH3:41])[C:35]([O-:37])=[O:36])[CH3:33].[Na+:31] |f:2.3,7.8|. Procedure details: To 300 ml. of anhydrous ethanol is added 100 g. (0.293 mole) of anhydrous 6-(1-aminocyclohexanecarboxamido)penicillanic acid followed by 23.6 g. (0.322 mole) of diethylamine at about 20°C. with stirring. After stirring of one half hour, the solution is clarified by filtration through diatomaceous earth and the filter cake is washed with 50 ml. of a 1:1 mixture of hexane and anhydrous ethanol. The resulting solution of diethylamine 6-(1-aminocyclohexanecarboxamido)penicillanate is diluted with 50... Solvent: CCCCCC (hexane), C(C)O (ethanol), C(C)O (ethanol). The product is C(C)C(C(=O)[O-])CCCC.[Na+] (sodium 2-ethylhexanoate), sodium 6-(1-aminocyclohexanecarboxamido)penicillanate. Starting materials: C[O-].[Na+] (sodium methoxide), C(C)C(C(=O)O)CCCC (2-ethylhexanoic acid), CC1([C@@H](N2[C@H](S1)[C@@H](C2=O)NC(=O)C3(CCCCC3)N)C(=O)O)C (6-(1-aminocyclohexanecarboxamido)penicillanic acid), C(C)NCC (diethylamine). Reactants: NCC(C1=CC(=CC=C1)C(F)(F)F)NC(OC(C)(C)C)=O (tert-Butyl {2-amino-1-[3-(trifluoromethyl)phenyl]ethyl}carbamate), C(C)(C)N(C(C)C)CC (N,N-diisopropylethylamine), C(C)(=O)Cl (acetyl chloride). Run in C(C)(=O)OCC (ethyl acetate), ClCCl (dichloromethane). Run at time 1 hour. The product is C(C)(=O)NCC(C1=CC(=CC=C1)C(F)(F)F)NC(OC(C)(C)C)=O (tert-Butyl {2-(acetylamino)-1-[3-(trifluoromethyl)phenyl]ethyl}carbamate). Isolated yield 100.0%. RXN SMILES: [NH2:1][CH2:2][CH:3]([NH:14][C:15](=[O:21])[O:16][C:17]([CH3:20])([CH3:19])[CH3:18])[C:4]1[CH:9]=[CH:8][CH:7]=[C:6]([C:10]([F:13])([F:12])[F:11])[CH:5]=1.C(N(CC)C(C)C)(C)C.[C:31](Cl)(=[O:33])[CH3:32]>ClCCl.C(OCC)(=O)C>[C:31]([NH:1][CH2:2][CH:3]([NH:14][C:15](=[O:21])[O:16][C:17]([CH3:18])([CH3:20])[CH3:19])[C:4]1[CH:9]=[CH:8][CH:7]=[C:6]([C:10]([F:13])([F:12])[F:11])[CH:5]=1)(=[O:33])[CH3:32]. Procedure details: Of the compound from Example 22A, 75 mg (0.25 mmol) were introduced in 2.5 ml of dichloromethane together with 60 μl (0.35 mmol) of N,N-diisopropylethylamine and admixed at RT with 21 μl (0.30 mmol) of acetyl chloride. The mixture was stirred at RT for 1 h. The reaction mixture was diluted with ethyl acetate and washed in succession twice each with 1N hydrochloric acid, saturated aqueous sodium hydrogen carbonate solution, and then with saturated aqueous sodium chloride solution, dried over sodi... The reactants are CC(=O)O[BH-](OC(C)=O)OC(C)=O, CC(C)(C)OC(=O)N1CCC(=O)CC1, CC(Cl)Cl, COc1ccc(N)c(N)n1, [Na+]. Product: COc1ccc(NC2CCN(C(=O)OC(C)(C)C)CC2)c(N)n1. As a reaction SMILES: [C:1]([O:2][BH-:3]([O:4][C:5](=[O:6])[CH3:7])[O:8][C:9](=[O:10])[CH3:11])(=[O:12])[CH3:13].[C:25]([CH3:26])([CH3:27])([CH3:28])[O:29][C:30](=[O:31])[N:32]1[CH2:33][CH2:34][C:35](=[O:38])[CH2:36][CH2:37]1.[Cl:39][CH:40]([Cl:41])[CH3:42].[NH2:15][c:16]1[n:17][c:18]([O:23][CH3:24])[cH:19][cH:20][c:21]1[NH2:22].[Na+:14]>>[NH2:15][c:16]1[n:17][c:18]([O:23][CH3:24])[cH:19][cH:20][c:21]1[NH:22][CH:35]1[CH2:34][CH2:33][N:32]([C:30]([O:29][C:25]([CH3:26])([CH3:27])[CH3:28])=[O:31])[CH2:37][CH2:36]1. The reactants are BrC1=CC=C(C=C1)C=1N=C(SC1)NC(C(=O)OC)CC(F)(F)F (Methyl 2-{[4-(4-bromophenyl)-1,3-thiazol-2-yl]amino}-4,4,4-trifluorobutanoate), [H-].[Al+3].[Li+].[H-].[H-].[H-] (Lithium aluminum hydride). Run in O1CCCC1 (tetrahydrofuran). Reaction conditions: temperature 0 celsius, time 1 hour. Yields the product BrC1=CC=C(C=C1)C=1N=C(SC1)NC(CO)CC(F)(F)F (2-{[4-(4-bromophenyl)-1,3-thiazol-2-yl]amino}-4,4,4-trifluorobutan-1-ol). The yield is 75.6%. RXN SMILES: [Br:1][C:2]1[CH:7]=[CH:6][C:5]([C:8]2[N:9]=[C:10]([NH:13][CH:14]([CH2:19][C:20]([F:23])([F:22])[F:21])[C:15](OC)=[O:16])[S:11][CH:12]=2)=[CH:4][CH:3]=1.[H-].[Al+3].[Li+].[H-].[H-].[H-]>O1CCCC1>[Br:1][C:2]1[CH:7]=[CH:6][C:5]([C:8]2[N:9]=[C:10]([NH:13][CH:14]([CH2:19][C:20]([F:22])([F:21])[F:23])[CH2:15][OH:16])[S:11][CH:12]=2)=[CH:4][CH:3]=1 |f:1.2.3.4.5.6|. Reported procedure: Methyl 2-{[4-(4-bromophenyl)-1,3-thiazol-2-yl]amino}-4,4,4-trifluorobutanoate (1.15 g, 2.81 mmol), prepared in the previous step, was dissolved in 28 mL of anhydrous tetrahydrofuran and cooled to 0° C. Lithium aluminum hydride (1M solution in THF, 5.6 mL, 5.6 mmol) was added dropwise and the mixture was stirred for 1 h. The reaction was quenched by careful addition of 0.22 mL of water, 0.22 mL of 15% aqueous KOH, followed by 0.66 mL of water and the mixture was stirred for 20 min. The mixture wa...